From a dataset of the Open Reaction Database (ORD), a public repository of structured organic reaction records. describe an organic reaction: reactants, conditions, products, and yield The reactants are CC=1C=C(C=CC1C)P(=O)(Cl)Cl (3,4-dimethylphenylphosphonic acid dichloride), C1(=CC=CC=C1)P(C1=CC=CC=C1)C1=CC=CC=C1 (triphenylphosphane). Yields the product ClP(C1=CC(=C(C=C1)C)C)Cl (dichloro-3,4-dimethylphenylphosphane). The yield is 92.0%. Reaction SMILES: [CH3:1][C:2]1[CH:3]=[C:4]([P:9]([Cl:12])([Cl:11])=O)[CH:5]=[CH:6][C:7]=1[CH3:8].C1(P(C2C=CC=CC=2)C2C=CC=CC=2)C=CC=CC=1>>[Cl:11][P:9]([Cl:12])[C:4]1[CH:5]=[CH:6][C:7]([CH3:8])=[C:2]([CH3:1])[CH:3]=1. Reported procedure: 121 g (0.52 mole) of 3,4-dimethylphenylphosphonic acid dichloride and 283 g (1.08 moles) of triphenylphosphane were stirred for 11 hours at 200° C. under an atmosphere of nitrogen. Distillation was then carried out until an internal temperature of 170° C. at 0.067 kPa was reached. This gave 120 g, containing 45% of dichloro-3,4dimethylphenylphosphane and 48% of 3,4-dimethylphenylphosphonic acid dichloride. This corresponds to a yield of approx. 92% of theory at a conversion of 52.2%. Fractional ...